Dataset: the Open Reaction Database (ORD), a public repository of structured organic reaction records. Task: describe an organic reaction: reactants, conditions, products, and yield The reactants are O=C([O-])[O-], C1COCCN1, ClCCOc1cccc2c1c1cccc3c1n2C(c1ccccc1)CO3, [I-], [K+], [K+], [Na+], CN(C)C=O. Yields the product c1ccc(C2COc3cccc4c5c(OCCN6CCOCC6)cccc5n2c34)cc1. As a reaction SMILES: [C:35](=[O:36])([O-:37])[O-:38].[CH2:27]1[CH2:28][O:29][CH2:30][CH2:31][NH:32]1.[Cl:1][CH2:2][CH2:3][O:4][c:5]1[cH:6][cH:7][cH:8][c:9]2[n:10]3[c:11]4[c:12]([cH:13][cH:14][cH:15][c:16]4[c:17]12)[O:18][CH2:19][CH:20]3[c:21]1[cH:22][cH:23][cH:24][cH:25][cH:26]1.[I-:34].[K+:39].[K+:40].[Na+:33].[O:41]=[CH:42][N:43]([CH3:44])[CH3:45]>>[CH2:2]([CH2:3][O:4][c:5]1[cH:6][cH:7][cH:8][c:9]2[n:10]3[c:11]4[c:12]([cH:13][cH:14][cH:15][c:16]4[c:17]12)[O:18][CH2:19][CH:20]3[c:21]1[cH:22][cH:23][cH:24][cH:25][cH:26]1)[N:32]1[CH2:27][CH2:28][O:29][CH2:30][CH2:31]1. Starting materials: [BH4-], Cc1c(Br)cccc1N1C(=O)Cc2ccccc2C1=O, CO, [Na+]. The product is Cc1c(Br)cccc1N1C(=O)c2ccccc2CC1O. Reaction SMILES: [BH4-:21].[Br:1][c:2]1[c:3]([CH3:20])[c:4]([N:8]2[C:9](=[O:19])[c:10]3[cH:11][cH:12][cH:13][cH:14][c:15]3[CH2:16][C:17]2=[O:18])[cH:5][cH:6][cH:7]1.[CH3:23][OH:24].[Na+:22]>>[Br:1][c:2]1[c:3]([CH3:20])[c:4]([N:8]2[C:9](=[O:19])[c:10]3[cH:11][cH:12][cH:13][cH:14][c:15]3[CH2:16][CH:17]2[OH:18])[cH:5][cH:6][cH:7]1. The reactants are FC(C(=O)O)(F)F (trifluoroacetic acid), C(C)(=O)OC1=C(C(=O)NC2=C(C(=O)OC)C=CC(=C2)C2=C(C=CC=C2)N(CC)C(=O)OC(C)(C)C)C=C(C=C1)C=1C=NC=CC1 (methyl 2-(2-acetoxy-5-(pyridin-3-yl)benzamido)-4-(2-((tert-butoxycarbonyl)(ethyl)amino)phenyl)benzoate). Reaction conditions: temperature 52.5 celsius, time 2 hour. Product: C(C)NC1=C(C=CC=C1)C1=CC(=C(C(=O)O)C=C1)NC(C1=C(C=CC(=C1)C=1C=NC=CC1)O)=O (4-(2-(ethylamino)phenyl)-2-(2-hydroxy-5-(pyridin-3-yl)benzamido)benzoic acid). RXN SMILES: FC(F)(F)C(O)=O.C([O:11][C:12]1[CH:46]=[CH:45][C:44]([C:47]2[CH:48]=[N:49][CH:50]=[CH:51][CH:52]=2)=[CH:43][C:13]=1[C:14]([NH:16][C:17]1[CH:26]=[C:25]([C:27]2[CH:32]=[CH:31][CH:30]=[CH:29][C:28]=2[N:33](C(OC(C)(C)C)=O)[CH2:34][CH3:35])[CH:24]=[CH:23][C:18]=1[C:19]([O:21]C)=[O:20])=[O:15])(=O)C>>[CH2:34]([NH:33][C:28]1[CH:29]=[CH:30][CH:31]=[CH:32][C:27]=1[C:25]1[CH:24]=[CH:23][C:18]([C:19]([OH:21])=[O:20])=[C:17]([NH:16][C:14](=[O:15])[C:13]2[CH:43]=[C:44]([C:47]3[CH:48]=[N:49][CH:50]=[CH:51][CH:52]=3)[CH:45]=[CH:46][C:12]=2[OH:11])[CH:26]=1)[CH3:35]. Reported procedure: A trifluoroacetic acid (4.0 mL) solution of the obtained methyl 2-(2-acetoxy-5-(pyridin-3-yl)benzamido)-4-(2-((tert-butoxycarbonyl)(ethyl)amino)phenyl)benzoate was stirred at room temperature for 2 hours and 30 minutes. The solvent was evaporated under reduced pressure, and toluene was added thereto. The solvent was evaporated under reduced pressure, and diisopropyl ether was added to the obtained residue. The solid substance was collected by filtration. Dioxane (4.0 mL) and a 1 mol/L aqueous so... Reactants: CC(C)(C)c1ccc(C=CC(=O)O)cn1, Cl, C=Cc1cc(CN)cc(F)c1NS(C)(=O)=O. Yields the product C=Cc1cc(CNC(=O)C=Cc2ccc(C(C)(C)C)nc2)cc(F)c1NS(C)(=O)=O. Reaction SMILES: [C:18]([CH3:19])([CH3:20])([CH3:21])[c:22]1[cH:23][cH:24][c:25]([CH:28]=[CH:29][C:30](=[O:31])[OH:32])[cH:26][n:27]1.[ClH:17].[NH2:1][CH2:2][c:3]1[cH:4][c:5]([F:16])[c:6]([NH:11][S:12](=[O:13])(=[O:14])[CH3:15])[c:7]([CH:9]=[CH2:10])[cH:8]1>>[NH:1]([CH2:2][c:3]1[cH:4][c:5]([F:16])[c:6]([NH:11][S:12](=[O:13])(=[O:14])[CH3:15])[c:7]([CH:9]=[CH2:10])[cH:8]1)[C:30]([CH:29]=[CH:28][c:25]1[cH:24][cH:23][c:22]([C:18]([CH3:19])([CH3:20])[CH3:21])[n:27][cH:26]1)=[O:31]. Reactants: CI, Cc1nc(C#Cc2ccnc(Cl)c2)cn1-c1cc[nH]c(=O)c1. Product: Cc1nc(C#Cc2ccnc(Cl)c2)cn1-c1ccn(C)c(=O)c1. As a reaction SMILES: [CH3:23][I:24].[Cl:1][c:2]1[n:3][cH:4][cH:5][c:6]([C:8]#[C:9][c:10]2[n:11][c:12]([CH3:22])[n:13](-[c:15]3[cH:16][c:17](=[O:21])[nH:18][cH:19][cH:20]3)[cH:14]2)[cH:7]1>>[Cl:1][c:2]1[n:3][cH:4][cH:5][c:6]([C:8]#[C:9][c:10]2[n:11][c:12]([CH3:22])[n:13](-[c:15]3[cH:16][c:17](=[O:21])[n:18]([CH3:23])[cH:19][cH:20]3)[cH:14]2)[cH:7]1. Starting materials: Br, Br, CCOC(=O)C(CCCCC1CCNCC1)NC1CSc2ccccc2N(CC(=O)O)C1=O, CC(=O)O, [Na+], [OH-]. Yields the product O=C(O)CN1C(=O)C(NC(CCCCC2CCNCC2)C(=O)O)CSc2ccccc21. RXN SMILES: [BrH:1].[BrH:2].[CH2:3]([CH3:4])[O:5][C:6](=[O:7])[CH:8]([CH2:9][CH2:10][CH2:11][CH2:12][CH:13]1[CH2:14][CH2:15][NH:16][CH2:17][CH2:18]1)[NH:19][CH:20]1[CH2:21][S:22][c:23]2[c:24]([cH:32][cH:33][cH:34][cH:35]2)[N:25]([CH2:28][C:29](=[O:30])[OH:31])[C:26]1=[O:27].[CH3:36][C:37](=[O:38])[OH:39].[Na+:41].[OH-:40]>>[O:5]=[C:6]([OH:7])[CH:8]([CH2:9][CH2:10][CH2:11][CH2:12][CH:13]1[CH2:14][CH2:15][NH:16][CH2:17][CH2:18]1)[NH:19][CH:20]1[CH2:21][S:22][c:23]2[c:24]([cH:32][cH:33][cH:34][cH:35]2)[N:25]([CH2:28][C:29](=[O:30])[OH:31])[C:26]1=[O:27]. Starting materials: O (water), IC1=C(C=C(C=C1)I)O (2,5-diiodo-phenol), BrCC#N (bromoacetonitrile), C([O-])([O-])=O.[K+].[K+] (potassium carbonate). The solvent is C(C)#N (acetonitrile). Conditions: time 18 hour. The product is IC1=C(OCC#N)C=C(C=C1)I ((2,5-Diiodo-phenoxy)-acetonitrile). The yield is 64.0%. Reaction SMILES: [I:1][C:2]1[CH:7]=[CH:6][C:5]([I:8])=[CH:4][C:3]=1[OH:9].Br[CH2:11][C:12]#[N:13].C(=O)([O-])[O-].[K+].[K+].O>C(#N)C>[I:1][C:2]1[CH:7]=[CH:6][C:5]([I:8])=[CH:4][C:3]=1[O:9][CH2:11][C:12]#[N:13] |f:2.3.4|. Procedure: A mixture of 2,5-diiodo-phenol (3.9 g, 11.28 mmol), bromoacetonitrile (2.03 g, 16.91 mmol) and potassium carbonate (3.11 g, 22.55 mmol) in 7 mL acetonitrile was sealed in a stoppered flask and stirred at room temperature for 18 hours. The reaction mixture was poured into water and extracted with EtOAc. The combined organic layers were washed with water and brine, dried over Na2SO4, filtered and concentrated under reduced pressure. The residue was chomatographed on silica gel (30%-70% CH2Cl2/hexa... The reactants are O (water), CS(=O)(=O)Cl (methane sulfonyl chloride), CN1C=NC=C1 (N-methylimidazole), ON(C(C(C)NC1=C(C=C(C=C1[N+](=O)[O-])C)[N+](=O)[O-])=O)C (N-hydroxy-N-methyl-2-(4-methyl-2,6-dinitrophenylamino)propanamide). Solvent: C(Cl)Cl (methylene chloride). The product is CS(=O)(=O)ON(C(C(C)NC1=C(C=C(C=C1[N+](=O)[O-])C)[N+](=O)[O-])=O)C (N-((methylsulfonyl)oxy)-N-methyl-2-(4-methyl-2,6-dinitrophenylamino)propanamide). The yield is 22.6%. Reaction SMILES: [OH:1][N:2]([CH3:21])[C:3](=[O:20])[CH:4]([NH:6][C:7]1[C:12]([N+:13]([O-:15])=[O:14])=[CH:11][C:10]([CH3:16])=[CH:9][C:8]=1[N+:17]([O-:19])=[O:18])[CH3:5].[CH3:22][S:23](Cl)(=[O:25])=[O:24].CN1C=CN=C1.O>C(Cl)Cl>[CH3:22][S:23]([O:1][N:2]([CH3:21])[C:3](=[O:20])[CH:4]([NH:6][C:7]1[C:12]([N+:13]([O-:15])=[O:14])=[CH:11][C:10]([CH3:16])=[CH:9][C:8]=1[N+:17]([O-:19])=[O:18])[CH3:5])(=[O:25])=[O:24]. Procedure details: 2.8 g of N-hydroxy-N-methyl-2-(4-methyl-2,6-dinitrophenylamino)propanamide in 50 ml methylene chloride was added at room temperature to a stirred suspension of the product prepared from 1.4 g methane sulfonyl chloride and 0.8 g N-methylimidazole. After 3 hours the resulting mixture was poured into water. The methylene chloride layer was evaporated to dryness and the residue was crystallized from ethanol to give a 0.8 g (22% yield) of product as a yellow solid; m.p. 145° C. with decomposition, (d... Reactants: ClC1=C2C(=NC(=C1C(C(=O)OC)O)C)SC1=C2CCCC1 (methyl 2-[4-chloro-2-methyl-5,6,7,8-tetrahydro[1]benzothieno[2,3-b]pyridin-3-yl]-2-hydroxyacetate), C(C)(=O)OC(C)(C)C (tert-butyl acetate), Cl(=O)(=O)(=O)O (perchloric acid). Reaction conditions: time 5 hour. Product: ClC1=C2C(=NC(=C1C(C(=O)OC)OC(C)(C)C)C)SC1=C2CCCC1 (Methyl 2-[4-chloro-2-methyl-5,6,7,8-tetrahydro[1]benzothieno[2,3-b]pyridin-3-yl]-2-tert-butoxyacetate). Isolated yield 58.8%. As a reaction SMILES: [Cl:1][C:2]1[C:7]([CH:8]([OH:13])[C:9]([O:11][CH3:12])=[O:10])=[C:6]([CH3:14])[N:5]=[C:4]2[S:15][C:16]3[CH2:21][CH2:20][CH2:19][CH2:18][C:17]=3[C:3]=12.C(O[C:26]([CH3:29])([CH3:28])[CH3:27])(=O)C.Cl(O)(=O)(=O)=O>>[Cl:1][C:2]1[C:7]([CH:8]([O:13][C:26]([CH3:29])([CH3:28])[CH3:27])[C:9]([O:11][CH3:12])=[O:10])=[C:6]([CH3:14])[N:5]=[C:4]2[S:15][C:16]3[CH2:21][CH2:20][CH2:19][CH2:18][C:17]=3[C:3]=12. Procedure: To a solution of methyl 2-[4-chloro-2-methyl-5,6,7,8-tetrahydro[1]benzothieno[2,3-b]pyridin-3-yl]-2-hydroxyacetate (0.100 g, 0.307 mmol) in tert-butyl acetate (1.5 mL; 11.23 mmol) under a nitrogen atmosphere was added perchloric acid 70% (0.029 mL; 0.338 mmol). The reaction was stirred at room temperature for 5 h and quenched by adding a saturated solution of sodium bicarbonate. The mixture was diluted with dichloromethane and the phases were separated. The organic layer was dried over sodium su... The reactants are N#CCCN=C=O, [Li]CCCC, COC(C)(C)C, [Cl-], C#CC(CF)(CF)Oc1ccc(C(F)(F)F)cc1, [NH4+]. Product: N#CCCNC(=O)C#CC(CF)(CF)Oc1ccc(C(F)(F)F)cc1. As a reaction SMILES: [C:24](#[N:25])[CH2:26][CH2:27][N:28]=[C:29]=[O:30].[CH2:19]([Li:20])[CH2:21][CH2:22][CH3:23].[CH3:33][O:34][C:35]([CH3:36])([CH3:37])[CH3:38].[Cl-:31].[F:1][C:2]([c:3]1[cH:4][cH:5][c:6]([O:9][C:10]([CH2:11][F:12])([C:13]#[CH:14])[CH2:15][F:16])[cH:7][cH:8]1)([F:17])[F:18].[NH4+:32]>>[F:1][C:2]([c:3]1[cH:4][cH:5][c:6]([O:9][C:10]([CH2:11][F:12])([C:13]#[C:14][C:29]([NH:28][CH2:27][CH2:26][C:24]#[N:25])=[O:30])[CH2:15][F:16])[cH:7][cH:8]1)([F:17])[F:18].